Dataset: the Open Reaction Database (ORD), a public repository of structured organic reaction records. Task: describe an organic reaction: reactants, conditions, products, and yield Starting materials: [Ag+2], CCC(=O)O, CC(=O)O, CCO, II, O=c1[nH]c2ccccc2c2cc[nH]c12, O=S(=O)([O-])[O-]. Yields the product CCC(=O)O, O=c1[nH]c2ccc(I)cc2c2cc[nH]c12. As a reaction SMILES: [Ag+2:34].[CH2:1]([CH3:2])[C:3](=[O:4])[OH:5].[CH3:20][C:21](=[O:22])[OH:23].[CH3:26][CH2:27][OH:28].[I:24][I:25].[O:6]=[c:7]1[nH:8][c:9]2[cH:10][cH:11][cH:12][cH:13][c:14]2[c:15]2[c:16]1[nH:17][cH:18][cH:19]2.[S:29]([O-:30])([O-:31])(=[O:32])=[O:33]>>[CH2:1]([CH3:2])[C:3](=[O:4])[OH:5].[O:6]=[c:7]1[nH:8][c:9]2[cH:10][cH:11][c:12]([I:24])[cH:13][c:14]2[c:15]2[c:16]1[nH:17][cH:18][cH:19]2. RXN SMILES: [Cl:1][CH2:2][C:3]([O:5][CH2:6][CH3:7])=[O:4].[CH3:8][C:9]1[C:18]2[CH:17]=[CH:16][CH:15]=[CH:14][C:13]=2[N:12]=[C:11]2[CH2:19][CH2:20][NH:21][CH2:22][CH2:23][C:10]=12>C1C=CC=CC=1.C(N(CC)CC)C>[ClH:1].[ClH:1].[CH2:6]([O:5][C:3](=[O:4])[CH2:2][N:21]1[CH2:22][CH2:23][C:10]2[C:11](=[N:12][C:13]3[CH:14]=[CH:15][CH:16]=[CH:17][C:18]=3[C:9]=2[CH3:8])[CH2:19][CH2:20]1)[CH3:7] |f:4.5.6|. Solvent: C1=CC=CC=C1 (benzene), C(C)N(CC)CC (triethylamine). Reported procedure: 15 ml (141 millimols) of ethyl chloroacetate were added dropwise to a boiling solution of 30 gm (141 millimols) of 1,2,4,5-tetrahydro-11-methyl-3H-azepino[4,5-b]quinoline in 200 ml of benzene and 20 ml of triethylamine. After filtering off the precipitated triethylamine hydrochloride, the solvent was distilled off, and the residual base was converted into the dihydrochloride in ethanol with ethanolic hydrochloric acid. Yields the product Cl.Cl.C(C)OC(CN1CCC2=NC=3C=CC=CC3C(=C2CC1)C)=O (2-[1,2,4,5-Tetrahydro-11-methyl-3H-azepino[4,5-b]quinoline-3-yl]acetic acid ethyl ester dihydrochloride). Starting materials: ClCC(=O)OCC (ethyl chloroacetate), CC1=C2C(=NC=3C=CC=CC13)CCNCC2 (1,2,4,5-tetrahydro-11-methyl-3H-azepino[4,5-b]quinoline). The reactants are FC1=C(C(=CC(=C1)OC)F)C=1SC=C(N1)C(=O)O (2-(2,6-difluoro-4-methoxyphenyl)thiazole-4-carboxylic acid), BrC1=C(C=CC(=N1)C(=O)OC)F (methyl 6-bromo-5-fluoropicolinate), FC=1C=C(C=C(C1B1OC(C(O1)(C)C)(C)C)F)C(C)(C)O (2-(3,5-difluoro-4-(4,4,5,5-tetramethyl-1,3,2-dioxaborolan-2-yl)phenyl)propan-2-ol), FC=1C=C(C=C(C1B1OC(C(O1)(C)C)(C)C)F)C(C)(C)O (2-(3,5-difluoro-4-(4,4,5,5-tetramethyl-1,3,2-dioxaborolan-2-yl)phenyl)propan-2-ol). Product: FC1=C(C(=CC(=C1)C(C)(C)O)F)C1=C(C=CC(=N1)C(=O)O)F (6-(2,6-difluoro-4-(2-hydroxypropan-2-yl)phenyl)-5-fluoropicolinic acid). Reaction SMILES: FC1C=C(OC)C=C(F)C=1C1SC=C(C(O)=O)N=1.[F:19][C:20]1[CH:21]=[C:22]([C:36]([OH:39])([CH3:38])[CH3:37])[CH:23]=[C:24]([F:35])[C:25]=1B1OC(C)(C)C(C)(C)O1.Br[C:41]1[N:46]=[C:45]([C:47]([O:49]C)=[O:48])[CH:44]=[CH:43][C:42]=1[F:51]>>[F:35][C:24]1[CH:23]=[C:22]([C:36]([OH:39])([CH3:37])[CH3:38])[CH:21]=[C:20]([F:19])[C:25]=1[C:41]1[N:46]=[C:45]([C:47]([OH:49])=[O:48])[CH:44]=[CH:43][C:42]=1[F:51]. Procedure details: Following the procedure of Intermediate 104, replacing 2,6-difluoro-4-methoxyphenylboronic acid with 2-(3,5-difluoro-4-(4,4,5,5-tetramethyl-1,3,2-dioxaborolan-2-yl)phenyl)propan-2-ol (Intermediate 107) and replacing methyl 2-bromothiazole-4-carboxylate with methyl 6-bromo-5-fluoropicolinate (see US2012/225062) gave the title compound. Reactants: Cc1cc(C2CC2)cnc1N1CCN(C(=O)c2ccc(Br)cc2C#N)CC1, CC1COC(=O)N1. Yields the product Cc1cc(C2CC2)cnc1N1CCN(C(=O)c2ccc(N3C(=O)OCC3C)cc2C#N)CC1. RXN SMILES: [Br:1][c:2]1[cH:3][cH:4][c:5]([C:10](=[O:11])[N:12]2[CH2:13][CH2:14][N:15]([c:18]3[n:19][cH:20][c:21]([CH:25]4[CH2:26][CH2:27]4)[cH:22][c:23]3[CH3:24])[CH2:16][CH2:17]2)[c:6]([C:7]#[N:8])[cH:9]1.[CH3:28][CH:29]1[NH:30][C:31](=[O:34])[O:32][CH2:33]1>>[c:2]1([N:30]2[CH:29]([CH3:28])[CH2:33][O:32][C:31]2=[O:34])[cH:3][cH:4][c:5]([C:10](=[O:11])[N:12]2[CH2:13][CH2:14][N:15]([c:18]3[n:19][cH:20][c:21]([CH:25]4[CH2:26][CH2:27]4)[cH:22][c:23]3[CH3:24])[CH2:16][CH2:17]2)[c:6]([C:7]#[N:8])[cH:9]1. Reactants: C(#C)[Si](C)(C)C (ethynyl trimethylsilane), COC=1C=C(C=C(C1)OC)CC#C[Si](C)(C)C ((3-(3,5-dimethoxyphenyl)prop-1-ynyl)trimethylsilane), C(C)[Mg]Br (ethylmagnesium bromide), COC=1C=C(CBr)C=C(C1)OC (3,5-dimethoxybenzyl bromide). Reagents/catalysts: [Cu]Br (copper (I) bromide). Solvent: O1CCCC1 (tetrahydrofuran). Run at time 30 minute. Product: COC1=CC(=CC(=C1)CC#C)OC (1,3-dimethoxy-5-(prop-2-ynyl)benzene). RXN SMILES: C([Si](C)(C)C)#C.C([Mg]Br)C.COC1C=C(C=C(OC)C=1)CBr.[CH3:23][O:24][C:25]1[CH:26]=[C:27]([CH2:33][C:34]#[C:35][Si](C)(C)C)[CH:28]=[C:29]([O:31][CH3:32])[CH:30]=1>O1CCCC1.[Cu]Br>[CH3:32][O:31][C:29]1[CH:28]=[C:27]([CH2:33][C:34]#[CH:35])[CH:26]=[C:25]([O:24][CH3:23])[CH:30]=1. Reported procedure: The 3,5-methoxybenzoic acid is converted to (E)-5-(2-halo-3-iodoallyl)-1,3-phenylene bis(2,2-dimethylpropanoate) by first reducing the 3,5-methoxybenzoic acid to produce 3,5-dimethoxybenzyl alcohol. Suitable reducing agents include metal hydrides such as lithium aluminum hydride. In one embodiment, the reduction is performed in tetrahydrofuran; the reaction is initiated at 0° C., then allowed to warm to room temperature and proceed for 5 hours. The alcohol then is brominated to produce 3,5-dimet... The reactants are C1CCOC1, CC(C)(C)S(N)=O, CCOC(C)=O, CC[O-], CC[O-], CC[O-], CC[O-], O=CC1CCC2(CC1)OCCO2, [Ti+4]. The product is CC(C)(C)S(=O)N=CC1CCC2(CC1)OCCO2. RXN SMILES: [CH2:20]1[O:21][CH2:22][CH2:23][CH2:24]1.[CH3:13][C:14]([CH3:15])([CH3:16])[S:17](=[O:18])[NH2:19].[CH3:25][CH2:26][O:27][C:28](=[O:29])[CH3:30].[CH3:31][CH2:32][O-:33].[CH3:35][CH2:36][O-:37].[CH3:38][CH2:39][O-:40].[CH3:41][CH2:42][O-:43].[O:1]1[CH2:2][CH2:3][O:4][C:5]12[CH2:6][CH2:7][CH:8]([CH:11]=[O:12])[CH2:9][CH2:10]2.[Ti+4:34]>>[O:1]1[CH2:2][CH2:3][O:4][C:5]12[CH2:6][CH2:7][CH:8]([CH:11]=[N:19][S:17]([C:14]([CH3:13])([CH3:15])[CH3:16])=[O:18])[CH2:9][CH2:10]2.